describe an organic reaction: reactants, conditions, products, and yield From a dataset of the Open Reaction Database (ORD), a public repository of structured organic reaction records. The reactants are C(=O)(O)[O-].[Na+] (NaHCO3), BrC=1C(=NC=C(C1)Br)O (3,5,-Dibromo -2-pyridinol), BrC1=NC=C(C=C1)C (2-bromo-5-methylpyridine), C(=O)([O-])[O-].[K+].[K+] (K2CO3). The reagents and catalysts are [Cu] (copper). The solvent is CCOC(=O)C (EtOAc). Yields the product BrC=1C(N(C=C(C1)Br)C1=NC=C(C=C1)C)=O (3,5,-Dibromo-5'-methyl-[1,2']bipyridinyl-2-one). Reaction SMILES: [Br:1][C:2]1[C:3]([OH:9])=[N:4][CH:5]=[C:6]([Br:8])[CH:7]=1.Br[C:11]1[CH:16]=[CH:15][C:14]([CH3:17])=[CH:13][N:12]=1.C([O-])([O-])=O.[K+].[K+].C([O-])(O)=O.[Na+]>CCOC(C)=O.[Cu]>[Br:1][C:2]1[C:3](=[O:9])[N:4]([C:11]2[CH:16]=[CH:15][C:14]([CH3:17])=[CH:13][N:12]=2)[CH:5]=[C:6]([Br:8])[CH:7]=1 |f:2.3.4,5.6|. Procedure details: 3,5,-Dibromo -2-pyridinol (1.47 g, 5.81 mmol), 2-bromo-5-methylpyridine (1.00 g, 5.81 mmol), copper (0.008 g, 0.116 mmol) and K2CO3 (0.883 g, 6.39 mmol) were heated at 180° C. for 18 hrs. The brown reaction mixture was cooled, diluted with EtOAc and stirred with saturated NaHCO3 for 1 hr. The aqueous layer was extracted with EtOAc (2×) and the combined organic extracts were washed with brine, dried (Na2SO4) and evaporated in vacuo. The residue was chromatographed (silica gel, EtOAc: CH2Cl2 10:90... Starting materials: O=C([O-])[O-], CCO, Cc1ccccc1, CCOC(C)=O, O=Cc1ccc(B(O)O)cc1, CCc1cnc(Cl)nc1, [Na+], [Na+]. The product is CCc1cnc(-c2ccc(C=O)cc2)nc1. As a reaction SMILES: [C:1](=[O:2])([O-:3])[O-:4].[CH3:27][CH2:28][OH:29].[CH3:30][c:31]1[cH:32][cH:33][cH:34][cH:35][cH:36]1.[CH3:37][CH2:38][O:39][C:40](=[O:41])[CH3:42].[CH:7](=[O:8])[c:9]1[cH:10][cH:11][c:12]([B:15]([OH:16])[OH:17])[cH:13][cH:14]1.[Cl:18][c:19]1[n:20][cH:21][c:22]([CH2:25][CH3:26])[cH:23][n:24]1.[Na+:5].[Na+:6]>>[CH:7](=[O:8])[c:9]1[cH:10][cH:11][c:12](-[c:19]2[n:20][cH:21][c:22]([CH2:25][CH3:26])[cH:23][n:24]2)[cH:13][cH:14]1.